This data is from the Open Reaction Database (ORD), a public repository of structured organic reaction records. The task is: describe an organic reaction: reactants, conditions, products, and yield Reactants: CC(C)(C)N, CCO, O=C(Nc1ccccc1OCC1CO1)c1cccc2[nH]ccc12. Yields the product CC(C)(C)NCC(O)COc1ccccc1NC(=O)c1cccc2[nH]ccc12. As a reaction SMILES: [CH3:24][C:25]([CH3:26])([CH3:27])[NH2:28].[CH3:29][CH2:30][OH:31].[O:1]1[CH:2]([CH2:4][O:5][c:6]2[c:7]([NH:12][C:13](=[O:14])[c:15]3[c:16]4[cH:17][cH:18][nH:19][c:20]4[cH:21][cH:22][cH:23]3)[cH:8][cH:9][cH:10][cH:11]2)[CH2:3]1>>[OH:1][CH:2]([CH2:3][NH:28][C:25]([CH3:24])([CH3:26])[CH3:27])[CH2:4][O:5][c:6]1[c:7]([NH:12][C:13](=[O:14])[c:15]2[c:16]3[cH:17][cH:18][nH:19][c:20]3[cH:21][cH:22][cH:23]2)[cH:8][cH:9][cH:10][cH:11]1. The reactants are N1C=CC=2C(=CC=CC12)C(=O)OC (methyl indole-4-carboxylate), FC(C(=O)Cl)(C(F)(F)F)F (pentafluoropropionyl chloride), [Cl-].[Al+3].[Cl-].[Cl-] (aluminum chloride), C1(=CC=CC=C1)C1=NNC(C=2C=3C1=CNC3C=CC2)=O (1,5-Dihydro-3-phenyl-[1,2]diazepino[4,5,6-cd]-indol-6-one), ketone, O.NN (hydrazine hydrate). The solvent is ClC(C)Cl (dichloroethane), CO (MeOH), Cl (HCl). The product is FC(C(F)(F)F)(C1=NNC(C=2C=3C1=CNC3C=CC2)=O)F (1,5-dihydro-3-pentafluoroethyl-[1,2]diazepino[4,5,6-cd]-indol-6-one). RXN SMILES: C1(C2[C:13]3=[CH:14][NH:15][C:16]4[CH:17]=[CH:18][CH:19]=[C:11]([C:12]=43)[C:10](=[O:20])[NH:9][N:8]=2)C=CC=CC=1.N1C2C=CC=C(C(OC)=O)C=2C=C1.[F:34][C:35]([F:43])([C:39]([F:42])([F:41])[F:40])[C:36](Cl)=O.[Cl-].[Al+3].[Cl-].[Cl-].O.NN>ClC(Cl)C.CO.Cl>[F:34][C:35]([F:43])([C:36]1[C:13]2=[CH:14][NH:15][C:16]3[CH:17]=[CH:18][CH:19]=[C:11]([C:12]=32)[C:10](=[O:20])[NH:9][N:8]=1)[C:39]([F:42])([F:41])[F:40] |f:3.4.5.6,7.8|. Procedure details: In a manner similar to that described for Compound 28, a solution of methyl indole-4-carboxylate (351 mg, 2.01 mmol) in dichloroethane (7 mL) was treated with pentafluoropropionyl chloride (2.51 mmol) and aluminum chloride (575 mg). The intermediate ketone (50 mg, 0.16 mmol) in MeOH (2 mL) and conc. HCl (0.02 mL) was treated, as described, with hydrazine hydrate (0.1 mL). The reaction was quenched at 0° C. with 1 M NaOAc and the aqueous layer was adjusted to pH=8 with 1 M NaOH. The product was i... Starting materials: Cl.NC=1C=C2N=C(C(=NC2=CC1)O)O (6-amino-2,3-dihydroxyquinoxaline hydrochloride), N(=O)[O-].[Na+] (NaNO2), [N-]=[N+]=[N-].[Na+] (NaN3). Solvent: O (water), O (water), OS(=O)(=O)O (H2SO4). Reaction conditions: temperature 0 celsius, time 15 minute. The product is N(=[N+]=[N-])C=1C=C2N=C(C(=NC2=CC1)O)O (6-azido-2,3-dihydroxyquinoxaline). Yield: 62.8%. As a reaction SMILES: Cl.[NH2:2][C:3]1[CH:4]=[C:5]2[C:10](=[CH:11][CH:12]=1)[N:9]=[C:8]([OH:13])[C:7]([OH:14])=[N:6]2.N([O-])=O.[Na+].[N-:19]=[N+:20]=[N-].[Na+]>OS(O)(=O)=O.O>[N:2]([C:3]1[CH:4]=[C:5]2[C:10](=[CH:11][CH:12]=1)[N:9]=[C:8]([OH:13])[C:7]([OH:14])=[N:6]2)=[N+:19]=[N-:20] |f:0.1,2.3,4.5|. Procedure: A solution of 5 g (23.5 mmol) 6-amino-2,3-dihydroxyquinoxaline hydrochloride in 250 ml 0.5N H2SO4 is ice-cooled and then a solution of 1.65 g (24 mmol) NaNO2 in 50 ml water is added. After stirring at 0° C. for 15 min., a solution of 1.5 g (24 mmol) NaN3 in 100 ml water is added. Stirring at 0° C. for 45 min. gives a precipitate of 3 g (67%) 6-azido-2,3-dihydroxyquinoxaline. The product is S1C(=NC=C1)C1=CC=C(C=O)C=C1 (4-(Thiazol-2-yl)-benzaldehyde). Procedure: Under argon, 9.2 g (379 mmol) of magnesium are placed in 84 ml of THF and heated to 60° C. A solution of 82.6 g (357 mmol) of 4-bromobenzaldehyde dimethyl acetal (for preparation see J. Org. Chem. 56, 4280 (1991)) in 677 ml of THF is added dropwise thereto within a period of 30 min and the mixture is stirred at boiling temperature for a further 40 min. The Grignard solution is cooled, decanted into a dropping funnel and added dropwise within a period of 30 min to a reddish suspension of 31.7 ml ... Run in C1CCOC1 (THF), C1CCOC1 (THF), O (water), C1CCOC1 (THF). The reactants are [Mg] (magnesium), C1=CC=C(C=C1)P(CCCP(C2=CC=CC=C2)C3=CC=CC=C3)C4=CC=CC=C4 (DPPP), BrC=1SC=CN1 (2-bromothiazole), C1=CC=C(C=C1)P(CCCP(C2=CC=CC=C2)C3=CC=CC=C3)C4=CC=CC=C4 (DPPP), COC(C1=CC=C(C=C1)Br)OC (4-bromobenzaldehyde dimethyl acetal). Reaction conditions: temperature 60 celsius, time 30 minute. Reaction SMILES: [Mg].CO[CH:4]([O:12]C)[C:5]1[CH:10]=[CH:9][C:8](Br)=[CH:7][CH:6]=1.Br[C:15]1[S:16][CH:17]=[CH:18][N:19]=1.C1C=CC(P(C2C=CC=CC=2)CCCP(C2C=CC=CC=2)C2C=CC=CC=2)=CC=1>C1COCC1.O>[S:16]1[CH:17]=[CH:18][N:19]=[C:15]1[C:8]1[CH:7]=[CH:6][C:5]([CH:4]=[O:12])=[CH:10][CH:9]=1. The reactants are C1CCOC1, CCO, CCOC(=O)C1CCOc2cc(Oc3ccc(C(=O)NC4CCCC(c5ccccc5)C4)cc3)c(Cl)cc21, [Na+], [OH-]. Yields the product O=C(NC1CCCC(c2ccccc2)C1)c1ccc(Oc2cc3c(cc2Cl)C(C(=O)O)CCO3)cc1. Reaction SMILES: [CH2:41]1[O:42][CH2:43][CH2:44][CH2:45]1.[CH3:46][CH2:47][OH:48].[Cl:1][c:2]1[cH:3][c:4]2[c:9]([cH:10][c:11]1[O:12][c:13]1[cH:14][cH:15][c:16]([C:19]([NH:20][CH:21]3[CH2:22][CH:23]([c:27]4[cH:28][cH:29][cH:30][cH:31][cH:32]4)[CH2:24][CH2:25][CH2:26]3)=[O:33])[cH:17][cH:18]1)[O:8][CH2:7][CH2:6][CH:5]2[C:34](=[O:35])[O:36][CH2:37][CH3:38].[Na+:40].[OH-:39]>>[Cl:1][c:2]1[cH:3][c:4]2[c:9]([cH:10][c:11]1[O:12][c:13]1[cH:14][cH:15][c:16]([C:19]([NH:20][CH:21]3[CH2:22][CH:23]([c:27]4[cH:28][cH:29][cH:30][cH:31][cH:32]4)[CH2:24][CH2:25][CH2:26]3)=[O:33])[cH:17][cH:18]1)[O:8][CH2:7][CH2:6][CH:5]2[C:34](=[O:35])[OH:36].